From a dataset of the Open Reaction Database (ORD), a public repository of structured organic reaction records. describe an organic reaction: reactants, conditions, products, and yield Starting materials: S1C(=CC=C1)CCNC(=O)N1NC2=NC(=CC(=C2C1=O)C)Cl (6-chloro-4-methyl-3-oxo-1,3-dihydropyrazolo[3,4-b]pyridine-2-carboxylic acid (2-thiophen-2-ylethyl)amide), IC (iodomethane). Run in C1CCOC1 (THF). Product: S1C(=CC=C1)CCNC(=O)N1N(C2=NC(=CC(=C2C1=O)C)Cl)C (6-Chloro-1,4-dimethyl-3-oxo-1,3-dihydropyrazolo[3,4-b]pyridine-2-carboxylic acid (2-thiophen-2-ylethyl)amide). Reaction SMILES: [S:1]1[CH:5]=[CH:4][CH:3]=[C:2]1[CH2:6][CH2:7][NH:8][C:9]([N:11]1[C:19](=[O:20])[C:18]2[C:13](=[N:14][C:15]([Cl:22])=[CH:16][C:17]=2[CH3:21])[NH:12]1)=[O:10].I[CH3:24]>C1COCC1>[S:1]1[CH:5]=[CH:4][CH:3]=[C:2]1[CH2:6][CH2:7][NH:8][C:9]([N:11]1[C:19](=[O:20])[C:18]2[C:13](=[N:14][C:15]([Cl:22])=[CH:16][C:17]=2[CH3:21])[N:12]1[CH3:24])=[O:10]. Procedure: In analogy to example 2, 100 mg (0.297 mmol) of 6-chloro-4-methyl-3-oxo-1,3-dihydropyrazolo[3,4-b]pyridine-2-carboxylic acid (2-thiophen-2-ylethyl)amide were reacted with 22.2 μl of iodomethane in THF. Yield: 18 mg (77%), M+H+: 351.12. Reactants: CC(C)(C)OC(=O)NC(Cc1ccccc1)C(=O)O, CCN1CCOCC1, CN(C)C=O, C(=NC1CCCCC1)=NC1CCCCC1, C=CC(CC(O)C(CC1CCCCC1)NC(=O)C(N)Cc1c[nH]cn1)C(C)C, On1nnc2ccccc21. Product: C=CC(CC(O)C(CC1CCCCC1)NC(=O)C(Cc1c[nH]cn1)NC(=O)C(Cc1ccccc1)NC(=O)OC(C)(C)C)C(C)C. Reaction SMILES: [C:1]([CH3:2])([CH3:3])([CH3:4])[O:5][C:6](=[O:7])[NH:8][CH:9]([CH2:10][c:11]1[cH:12][cH:13][cH:14][cH:15][cH:16]1)[C:17](=[O:18])[OH:19].[CH2:48]([N:49]1[CH2:50][CH2:51][O:52][CH2:53][CH2:54]1)[CH3:55].[CH3:81][N:82]([CH3:83])[CH:84]=[O:85].[CH:66]1([N:67]=[C:68]=[N:69][CH:70]2[CH2:71][CH2:72][CH2:73][CH2:74][CH2:75]2)[CH2:76][CH2:77][CH2:78][CH2:79][CH2:80]1.[NH2:20][CH:21]([C:22](=[O:23])[NH:24][CH:25]([CH:26]([CH2:27][CH:28]([CH:29]=[CH2:30])[CH:31]([CH3:32])[CH3:33])[OH:34])[CH2:35][CH:36]1[CH2:37][CH2:38][CH2:39][CH2:40][CH2:41]1)[CH2:42][c:43]1[n:44][cH:45][nH:46][cH:47]1.[OH:56][n:57]1[c:58]2[c:59]([cH:60][cH:61][cH:62][cH:63]2)[n:64][n:65]1>>[C:1]([CH3:2])([CH3:3])([CH3:4])[O:5][C:6](=[O:7])[NH:8][CH:9]([CH2:10][c:11]1[cH:12][cH:13][cH:14][cH:15][cH:16]1)[C:17](=[O:19])[NH:20][CH:21]([C:22](=[O:23])[NH:24][CH:25]([CH:26]([CH2:27][CH:28]([CH:29]=[CH2:30])[CH:31]([CH3:32])[CH3:33])[OH:34])[CH2:35][CH:36]1[CH2:37][CH2:38][CH2:39][CH2:40][CH2:41]1)[CH2:42][c:43]1[n:44][cH:45][nH:46][cH:47]1. Starting materials: COC(=O)C=1N(C2=CC(=CC=C2C1)Br)S(=O)(=O)C1=CC=C(C=C1)C (6-Bromo-1-(toluene-4-sulfonyl)-1H-indole-2-carboxylic acid methyl ester), bis(pinacol)diborane, C(C)(=O)[O-].[K+] (potassium acetate), BrC1=NC=C(C=C1)F (2-bromo-5-fluoro-pyridine). Reagents/catalysts: Cl[Pd]([P](C1=CC=CC=C1)(C2=CC=CC=C2)C3=CC=CC=C3)([P](C4=CC=CC=C4)(C5=CC=CC=C5)C6=CC=CC=C6)Cl (dichlorobis(triphenylphosphine)palladium), Cl[Pd]([P](C1=CC=CC=C1)(C2=CC=CC=C2)C3=CC=CC=C3)([P](C4=CC=CC=C4)(C5=CC=CC=C5)C6=CC=CC=C6)Cl (dichlorobis(triphenylphosphine)palladium). Solvent: O1CCOCC1 (dioxane). Reaction conditions: temperature 100 celsius, time 3 hour. The product is COC(=O)C=1N(C2=CC(=CC=C2C1)C1=NC=C(C=C1)F)S(=O)(=O)C1=CC=C(C=C1)C (6-(5-fluoro-pyridin-2-yl)-1-(toluene-4-sulfonyl)-1H-indole-2-carboxylic acid methyl ester), material. The yield is 72.0%. RXN SMILES: [CH3:1][O:2][C:3]([C:5]1[N:6]([S:15]([C:18]2[CH:23]=[CH:22][C:21]([CH3:24])=[CH:20][CH:19]=2)(=[O:17])=[O:16])[C:7]2[C:12]([CH:13]=1)=[CH:11][CH:10]=[C:9](Br)[CH:8]=2)=[O:4].C([O-])(=O)C.[K+].Br[C:31]1[CH:36]=[CH:35][C:34]([F:37])=[CH:33][N:32]=1>Cl[Pd](Cl)([P](C1C=CC=CC=1)(C1C=CC=CC=1)C1C=CC=CC=1)[P](C1C=CC=CC=1)(C1C=CC=CC=1)C1C=CC=CC=1.O1CCOCC1>[CH3:1][O:2][C:3]([C:5]1[N:6]([S:15]([C:18]2[CH:23]=[CH:22][C:21]([CH3:24])=[CH:20][CH:19]=2)(=[O:17])=[O:16])[C:7]2[C:12]([CH:13]=1)=[CH:11][CH:10]=[C:9]([C:31]1[CH:36]=[CH:35][C:34]([F:37])=[CH:33][N:32]=1)[CH:8]=2)=[O:4] |f:1.2,^1:40,59|. Procedure details: 6-Bromo-1-(toluene-4-sulfonyl)-1H-indole-2-carboxylic acid methyl ester (202.0 mg, 0.495 mmol), dichlorobis(triphenylphosphine)palladium (II) (35.6 mg, 0.051 mmol), bis(pinacol)diborane (189.3 mg, 0.745 mmol), potassium acetate (147.3 mg, 1.51 mmol), and dioxane (1.6 ml) were mixed. The air was replaced three times with argon under reduced pressure. The mixture was microwaved at 120° C. for 30 minutes. Dichlorobis(triphenylphosphine)palladium (II) (35.6 mg, 0.051 mmol) and 2-bromo-5-fluoro-pyrid... Reactants: [O-]CC.[Na+] (sodium ethoxide), ice water, BrCC1=C(C(=O)OCC)C=C(C=N1)I (Ethyl 2-(bromomethyl)-5-iodonicotinate), CC1=CC=C(C=C1)S(=O)(=O)NCC(=O)OCC (ethyl (((4-methylphenyl)sulfonyl)amino)acetate). Solvent: C(C)O (ethanol), C(C)O (ethanol). Reaction conditions: time 8 hour. Yields the product C(C)OC(CN(S(=O)(=O)C1=CC=C(C=C1)C)CC1=C(C(=O)OCC)C=C(C=N1)I)=O (Ethyl 2-(((2-Ethoxy-2-oxoethyl)((4-methylphenyl)sulfonyl)amino)methyl)-5-iodonicotinate). As a reaction SMILES: Br[CH2:2][C:3]1[N:13]=[CH:12][C:11]([I:14])=[CH:10][C:4]=1[C:5]([O:7][CH2:8][CH3:9])=[O:6].[CH3:15][C:16]1[CH:21]=[CH:20][C:19]([S:22]([NH:25][CH2:26][C:27]([O:29][CH2:30][CH3:31])=[O:28])(=[O:24])=[O:23])=[CH:18][CH:17]=1.[O-]CC.[Na+]>C(O)C>[CH2:30]([O:29][C:27](=[O:28])[CH2:26][N:25]([CH2:2][C:3]1[N:13]=[CH:12][C:11]([I:14])=[CH:10][C:4]=1[C:5]([O:7][CH2:8][CH3:9])=[O:6])[S:22]([C:19]1[CH:18]=[CH:17][C:16]([CH3:15])=[CH:21][CH:20]=1)(=[O:23])=[O:24])[CH3:31] |f:2.3|. Reported procedure: Ethyl 2-(bromomethyl)-5-iodonicotinate (Preparation 10, 9.25 g) and ethyl (((4-methylphenyl)sulfonyl)amino)acetate (7.0 g) are dissolved in anhydrous ethanol (50 mL) and a solution of sodium ethoxide (3.4 g) in ethanol (45 mL) is added over 15 min. The mixture is stirred overnight and then poured into ice water. The mixture is extracted with ethyl acetate (3×100 mL) and the organic layer is concentrated. The reactants are [Mg] (magnesium), BrC1=CC=C(C=C1)C(C)(C)CC (p-bromo-t-amylbenzene), [H][H] (hydrogen), [P] (phosphorus), C([O-])([O-])=O.[Na+].[Na+] (sodium carbonate), ice, Cl (hydrochloric acid), P(Cl)(Cl)Cl (phosphorus trichloride), ice. Solvent: O (water), C(Cl)(Cl)Cl (chloroform), CO (methanol), O1CCCC1 (tetrahydrofuran), O (water). Run at temperature 15 celsius. Product: C(C)(C)(CC)C1=CC=C(C=C1)P(C1=CC=C(C=C1)C(C)(C)CC)C1=CC=C(C=C1)C(C)(C)CC (Tris(p-t-amylphenyl) phosphine). The yield is 72.0%. RXN SMILES: [Mg].Br[C:3]1[CH:8]=[CH:7][C:6]([C:9]([CH2:12][CH3:13])([CH3:11])[CH3:10])=[CH:5][CH:4]=1.P(Cl)(Cl)Cl.Cl.C(=O)([O-])[O-].[Na+].[Na+].[H][H].[P:27]>CO.O.C(Cl)(Cl)Cl.O1CCCC1>[C:9]([C:6]1[CH:7]=[CH:8][C:3]([P:27]([C:3]2[CH:4]=[CH:5][C:6]([C:9]([CH2:12][CH3:13])([CH3:10])[CH3:11])=[CH:7][CH:8]=2)[C:3]2[CH:4]=[CH:5][C:6]([C:9]([CH2:12][CH3:13])([CH3:10])[CH3:11])=[CH:7][CH:8]=2)=[CH:4][CH:5]=1)([CH2:12][CH3:13])([CH3:11])[CH3:10] |f:4.5.6|. Procedure: A glass reactor equipped with a water-cooled reflux condenser, addition funnel, mechanically driven stirrer, thermometer and a nitrogen inlet was charged with 37 g (1.55 mole) of magnesium chips. A 30 cc portion of a solution containing 340.5 g (1.5 mole) of p-bromo-t-amylbenzene and one liter of tetrahydrofuran was added from the addition funnel with rapid stirring. When the reaction initiated, as indicated by an increase in the temperature of the reaction mixture, the remainder of the solution... Starting materials: BrC1=CC2=C(N(C(CN=C2C=2C=C(C#N)C=CC2)=O)C)C=C1OC (3-(7-bromo-8-methoxy-1-methyl-2-oxo-2,3-dihydro-1H-benzo[e][1,4]diazepin-5-yl)-benzonitrile), C1(=CC=CC=C1)B(O)O (benzene boronic acid), COC1=C(C=CC=C1)B(O)O (o-methoxyphenyl boronic acid). The product is COC=1C(=CC2=C(N(C(CN=C2C=2C=C(C#N)C=CC2)=O)C)C1)C1=C(C=CC=C1)OC (3-[8-Methoxy-7-(2-methoxy-phenyl)-1-methyl-2-oxo-2,3-dihydro-1H-benzo[e][1,4]diazepin-5-yl]-benzonitrile). Yield: 50.0%. Reaction SMILES: Br[C:2]1[C:22]([O:23][CH3:24])=[CH:21][C:5]2[N:6]([CH3:20])[C:7](=[O:19])[CH2:8][N:9]=[C:10]([C:11]3[CH:12]=[C:13]([CH:16]=[CH:17][CH:18]=3)[C:14]#[N:15])[C:4]=2[CH:3]=1.C1(B(O)O)C=CC=CC=1.[CH3:34][O:35][C:36]1[CH:41]=[CH:40][CH:39]=[CH:38][C:37]=1B(O)O>>[CH3:24][O:23][C:22]1[C:2]([C:37]2[CH:38]=[CH:39][CH:40]=[CH:41][C:36]=2[O:35][CH3:34])=[CH:3][C:4]2[C:10]([C:11]3[CH:12]=[C:13]([CH:16]=[CH:17][CH:18]=3)[C:14]#[N:15])=[N:9][CH2:8][C:7](=[O:19])[N:6]([CH3:20])[C:5]=2[CH:21]=1. Reported procedure: Prepared from 3-(7-bromo-8-methoxy-1-methyl-2-oxo-2,3-dihydro-1H-benzo[e][1,4]diazepin-5-yl)-benzonitrile Intermediate 9 using the same method described for Example 1 and instead of using benzene boronic acid, we used o-methoxyphenyl boronic acid. The title compound (80 mg) was obtained as a white solid, in 50% yield. Reactants: CCOC(=O)c1sc(-n2cnn(CCC3CC3)c2=O)nc1C, [Li+], C1CCOC1, [OH-], O, O. Product: Cc1nc(-n2cnn(CCC3CC3)c2=O)sc1C(=O)O. Reaction SMILES: [CH:1]1([CH2:4][CH2:5][n:6]2[n:7][cH:8][n:9](-[c:12]3[s:13][c:14]([C:18](=[O:19])[O:20][CH2:21][CH3:22])[c:15]([CH3:17])[n:16]3)[c:10]2=[O:11])[CH2:2][CH2:3]1.[Li+:25].[O:26]1[CH2:27][CH2:28][CH2:29][CH2:30]1.[OH-:24].[OH2:23].[OH2:31]>>[CH:1]1([CH2:4][CH2:5][n:6]2[n:7][cH:8][n:9](-[c:12]3[s:13][c:14]([C:18](=[O:19])[OH:20])[c:15]([CH3:17])[n:16]3)[c:10]2=[O:11])[CH2:2][CH2:3]1.